This data is from the Open Reaction Database (ORD), a public repository of structured organic reaction records. The task is: describe an organic reaction: reactants, conditions, products, and yield Reactants: ClC1=C(C2CC2C1)/C=C/C(=O)OCC ((E)-Ethyl 3-(3-chlorobicyclo[3.1.0]hex-2-en-2-yl)acrylate), [N-]=[N+]=[N-].[Na+] (sodium azide). Yields the product C(C)OC(=O)C=1NC=2C[C@H]3[C@@H](C2C1)C3 ((1aS,5aS)-1a,4,5,5a-tetrahydro-1H-4-aza-cyclopropa[α]pentalene-3-carboxylic acid ethyl ester). Reaction SMILES: Cl[C:2]1[CH2:7][CH:6]2[CH:4]([CH2:5]2)[C:3]=1/[CH:8]=[CH:9]/[C:10]([O:12][CH2:13][CH3:14])=[O:11].[N-:15]=[N+]=[N-].[Na+]>>[CH2:13]([O:12][C:10]([C:9]1[NH:15][C:2]2[CH2:7][C@@H:6]3[CH2:5][C@@H:4]3[C:3]=2[CH:8]=1)=[O:11])[CH3:14] |f:1.2|. Procedure: (E)-Ethyl 3-(3-chlorobicyclo[3.1.0]hex-2-en-2-yl)acrylate (142 mg, 0.67 mmol) was reacted with sodium azide (65 mg, 1.00 mmol) according to General Procedure 1.1.C. The product was purified by chromatography eluting with heptane-EtOAc, gradient 0 to 10% EtOAc to afford the title compound. 38 mg. 1H NMR (CHLOROFORM-d) δ: 8.67 (br. s., 1H), 6.71 (d, J=1.7 Hz, 1H), 4.28 (q, J=7.1 Hz, 2H), 2.95 (dd, J=16.6, 6.6 Hz, 1H), 2.73 (d, J=16.6 Hz, 1H), 1.87-2.07 (m, 2H), 1.34 (t, J=7.1 Hz, 3H), 1.02 (td, J=... The reactants are C1(CCCC1)OC([C@H](CCO[Si](C)(C)C(C)(C)C)NC(=O)OC(C)(C)C)=O ((S)-2-tert-Butoxycarbonylamino-4-(tert-butyl-dimethyl-silanyloxy)-butyric acid cyclopentyl ester), C(C)(=O)OCC (Ethyl acetate). The solvent is C(C)(=O)O.C1CCOC1.O (acetic acid THF water). Reaction conditions: temperature 30 celsius, time 16 hour. The product is C1(CCCC1)OC([C@H](CCO)NC(=O)OC(C)(C)C)=O ((S)-2-tert-Butoxycarbonylamino-4-hydroxy-butyric acid cyclopentyl ester). As a reaction SMILES: [CH:1]1([O:6][C:7](=[O:27])[C@@H:8]([NH:19][C:20]([O:22][C:23]([CH3:26])([CH3:25])[CH3:24])=[O:21])[CH2:9][CH2:10][O:11][Si](C(C)(C)C)(C)C)[CH2:5][CH2:4][CH2:3][CH2:2]1.C(OCC)(=O)C>C(O)(=O)C.C1COCC1.O>[CH:1]1([O:6][C:7](=[O:27])[C@@H:8]([NH:19][C:20]([O:22][C:23]([CH3:25])([CH3:24])[CH3:26])=[O:21])[CH2:9][CH2:10][OH:11])[CH2:5][CH2:4][CH2:3][CH2:2]1 |f:2.3.4|. Reported procedure: (S)-2-tert-Butoxycarbonylamino-4-(tert-butyl-dimethyl-silanyloxy)-butyric acid cyclopentyl ester (1.57 g, 3.9 mmol) was dissolved in acetic acid:THF:water (3:1:1, 100 ml). The reaction mixture was stirred at 30° C. for 16 hours for complete reaction. Ethyl acetate (200 ml) was added and washed with 1M Na2CO3, 1M HCl and brine. The ethyl acetate extracts were dried over magnesium sulphate and evaporated under reduced pressure to give the product as a clear oil which crystallised on standing (1.0 ... Starting materials: CCOC(=O)C1CCN(CCc2c[nH]c3ccc(Oc4nc5ccccc5s4)cc23)CC1, CC(C)O, ClCCl, Cl, [K+], [OH-], O. Yields the product O=C(O)C1CCN(CCc2c[nH]c3ccc(Oc4nc5ccccc5s4)cc23)CC1. Reaction SMILES: [CH2:1]([CH3:2])[O:3][C:4](=[O:5])[CH:6]1[CH2:7][CH2:8][N:9]([CH2:12][CH2:13][c:14]2[cH:15][nH:16][c:17]3[cH:18][cH:19][c:20]([O:23][c:24]4[s:25][c:26]5[c:27]([n:28]4)[cH:29][cH:30][cH:31][cH:32]5)[cH:21][c:22]23)[CH2:10][CH2:11]1.[CH:39]([OH:40])([CH3:41])[CH3:42].[Cl:36][CH2:37][Cl:38].[ClH:35].[K+:34].[OH-:33].[OH2:43]>>[O:3]=[C:4]([OH:5])[CH:6]1[CH2:7][CH2:8][N:9]([CH2:12][CH2:13][c:14]2[cH:15][nH:16][c:17]3[cH:18][cH:19][c:20]([O:23][c:24]4[s:25][c:26]5[c:27]([n:28]4)[cH:29][cH:30][cH:31][cH:32]5)[cH:21][c:22]23)[CH2:10][CH2:11]1. Reactants: rhodium(acac)bis ethylene, C1=CC=C(C=C1)P(C2=CC=CC=C2)C3=C(C4=CC=CC=C4C=C3)C5=C(C=CC6=CC=CC=C65)P(C7=CC=CC=C7)C8=CC=CC=C8 ((R)-BINAP), ClC=1C=C(C=CC1F)B(O)O (3-chloro-4-fluoro-phenylboronic acid), CO (MeOH), C(C1=CC=CC=C1)N1CC(=CC1)C(C)=O (1-(1-benzyl-2,5-dihydro-1H-pyrrol-3-yl)-ethanone). Solvent: O (H2O). Conditions: temperature 60 celsius. The product is C(C1=CC=CC=C1)N1C[C@@H]([C@H](C1)C1=CC(=C(C=C1)F)Cl)C(C)=O (1-[(3R,4S)-1-Benzyl-4-(3-chloro-4-fluoro-phenyl)-pyrrolidin-3-yl]-ethanone). Isolated yield 22.0%. Reaction SMILES: C1C=CC(P(C2C=CC3C(=CC=CC=3)C=2C2C3C(=CC=CC=3)C=CC=2P(C2C=CC=CC=2)C2C=CC=CC=2)C2C=CC=CC=2)=CC=1.[Cl:47][C:48]1[CH:49]=[C:50](B(O)O)[CH:51]=[CH:52][C:53]=1[F:54].CO.[CH2:60]([N:67]1[CH2:71][CH:70]=[C:69]([C:72](=[O:74])[CH3:73])[CH2:68]1)[C:61]1[CH:66]=[CH:65][CH:64]=[CH:63][CH:62]=1>O>[CH2:60]([N:67]1[CH2:71][C@H:70]([C:50]2[CH:51]=[CH:52][C:53]([F:54])=[C:48]([Cl:47])[CH:49]=2)[C@@H:69]([C:72](=[O:74])[CH3:73])[CH2:68]1)[C:61]1[CH:66]=[CH:65][CH:64]=[CH:63][CH:62]=1. Procedure details: A two necked flask was charged under argon with rhodium(acac)bis ethylene (31 mg, 0.05 eq.), (R)-BINAP (76 mg, 0.05 eq.) and 3-chloro-4-fluoro-phenylboronic acid (850 mg, 2.0 eq.). 60 mL of MeOH and 6.0 mL of H2O were added followed by 1-(1-benzyl-2,5-dihydro-1H-pyrrol-3-yl)-ethanone. The reaction mixture was heated at 60° C. for 2 hours, cooled down to RT and concentrated under vacuo. Purification by flash chromatography (SiO2, EtOAc/Heptane 2/1) afforded 180 mg (22%) of the title product as a ... Starting materials: solution, F[B-](F)(F)F.O=[N+]=O (nitronium tetrafluoroborate), C(C)(C)(C)C1=C(C(=CC=C1)C(C)(C)C)O (2,6-di-t-butylphenol). Solvent: S1(=O)(=O)CCCC1 (sulfolane), C(Cl)Cl (methylene chloride), C(Cl)Cl (methylene chloride). Run at temperature -60 celsius. The product is C(C)(C)(C)C=1C=C(C=C(C1O)C(C)(C)C)[N+](=O)[O-] (3,5-Di-t-butyl-4-hydroxy-nitrobenzene). RXN SMILES: [C:1]([C:5]1[CH:10]=[CH:9][CH:8]=[C:7]([C:11]([CH3:14])([CH3:13])[CH3:12])[C:6]=1[OH:15])([CH3:4])([CH3:3])[CH3:2].F[B-](F)(F)F.[O:21]=[N+:22]=[O:23]>C(Cl)Cl.S1(CCCC1)(=O)=O>[C:11]([C:7]1[CH:8]=[C:9]([N+:22]([O-:23])=[O:21])[CH:10]=[C:5]([C:1]([CH3:4])([CH3:3])[CH3:2])[C:6]=1[OH:15])([CH3:14])([CH3:13])[CH3:12] |f:1.2|. Procedure details: Dissolve 2,6-di-t-butylphenol (721 mg, 3.5 mmol) in methylene chloride (10 mL) and cool to -60° C. Add, by dropwise addition, a solution of nitronium tetrafluoroborate (25 mL of a 0.5M solution in sulfolane, 12.5 mmol) in methylene chloride (15 mL). Warm slowly to 10° C. and partition between methylene chloride (75 mL) and water (75 mL). Separate the aqueous phase and extract with methylene chloride (50 mL). Combine the organic phases, dry (MgSO4) and evaporate the solvent in vacuo. Purify and s...